This data is from the Open Reaction Database (ORD), a public repository of structured organic reaction records. The task is: describe an organic reaction: reactants, conditions, products, and yield Starting materials: ClC=1C=C(C=CC1)C(=O)OO (3-chlorobenzenecarboperoxoic acid), FC1=CC=C(C=C1)CN1C(=NC2=C1C=CC=C2)SC2CCN(CC2)S(=O)(=O)C2=CC=C(C=C2)C (4-[[1-[(4-fluorophenyl)methyl]-1H-benzimidazol-2-yl]thio]-1-[(4-methylphenyl)sulfonyl]piperidine). The solvent is ClCCl (dichloromethane), ClCCl (dichloromethane). Run at time 2 hour. Yields the product FC1=CC=C(C=C1)CN1C(=NC2=C1C=CC=C2)S(=O)C2CCN(CC2)S(=O)(=O)C2=CC=C(C=C2)C (4-[[1-[(4-fluorophenyl)methyl]1H-benzimidazol-2-yl]sulfinyl]-1-[(4-methylphenyl)sulfonyl]piperidine). Yield: 9.0%. Reaction SMILES: [F:1][C:2]1[CH:7]=[CH:6][C:5]([CH2:8][N:9]2[C:13]3[CH:14]=[CH:15][CH:16]=[CH:17][C:12]=3[N:11]=[C:10]2[S:18][CH:19]2[CH2:24][CH2:23][N:22]([S:25]([C:28]3[CH:33]=[CH:32][C:31]([CH3:34])=[CH:30][CH:29]=3)(=[O:27])=[O:26])[CH2:21][CH2:20]2)=[CH:4][CH:3]=1.ClC1C=C(C(OO)=[O:43])C=CC=1>ClCCl>[F:1][C:2]1[CH:7]=[CH:6][C:5]([CH2:8][N:9]2[C:13]3[CH:14]=[CH:15][CH:16]=[CH:17][C:12]=3[N:11]=[C:10]2[S:18]([CH:19]2[CH2:24][CH2:23][N:22]([S:25]([C:28]3[CH:29]=[CH:30][C:31]([CH3:34])=[CH:32][CH:33]=3)(=[O:27])=[O:26])[CH2:21][CH2:20]2)=[O:43])=[CH:4][CH:3]=1. Procedure: To a stirred and cooled (0° C.) mixture of 7.2 parts of 4-[[1-[(4-fluorophenyl)methyl]-1H-benzimidazol-2-yl]thio]-1-[(4-methylphenyl)sulfonyl]piperidine and 95 parts of dichloromethane was added dropwise a solution of 2.6 parts of 3-chlorobenzenecarboperoxoic acid in dichloromethane. Upon completion, stirring was continued for 2 hours at room temperature. The reaction mixture was washed with a sodium carbonate solution and with water. The organic layer was dried, filtered and evaporated. The res...